Dataset: the Open Reaction Database (ORD), a public repository of structured organic reaction records. Task: describe an organic reaction: reactants, conditions, products, and yield Starting materials: CCOC(C)=O, CC(C)=O, CCCCCC, CCOC(C)=O, [K+], O=[Mn](=O)(=O)[O-], [Na+], [Na+], [OH-], O, O=S([O-])O, OP(O)CCCCc1ccccc1. The product is O=P(O)(O)CCCCc1ccccc1. As a reaction SMILES: [C:38]([O:39][CH2:40][CH3:41])(=[O:42])[CH3:43].[CH3:27][C:28](=[O:29])[CH3:30].[CH3:32][CH2:33][CH2:34][CH2:35][CH2:36][CH3:37].[CH3:44][CH2:45][O:46][C:47](=[O:48])[CH3:49].[K+:21].[Mn:16](=[O:17])([O-:18])(=[O:19])=[O:20].[Na+:15].[Na+:26].[OH-:14].[OH2:31].[S:22](=[O:23])([OH:24])[O-:25].[c:1]1([CH2:7][CH2:8][CH2:9][CH2:10][P:11]([OH:12])[OH:13])[cH:2][cH:3][cH:4][cH:5][cH:6]1>>[c:1]1([CH2:7][CH2:8][CH2:9][CH2:10][P:11]([OH:12])([OH:13])=[O:17])[cH:2][cH:3][cH:4][cH:5][cH:6]1. The reactants are CCOCC, O=C(Cl)Cc1c(Cl)cccc1Cl, CCc1cn(C2CC(OCc3ccccc3)C(CN)O2)c(=O)[nH]c1=O, [Na+], [OH-]. The product is CCc1cn(C2CC(OCc3ccccc3)C(CNC(=O)Cc3c(Cl)cccc3Cl)O2)c(=O)[nH]c1=O. RXN SMILES: [CH3:38][CH2:39][O:40][CH2:41][CH3:42].[Cl:1][c:2]1[c:3]([CH2:9][C:10](=[O:11])[Cl:12])[c:4]([Cl:8])[cH:5][cH:6][cH:7]1.[NH2:13][CH2:14][CH:15]1[CH:16]([O:30][CH2:31][c:32]2[cH:33][cH:34][cH:35][cH:36][cH:37]2)[CH2:17][CH:18]([n:20]2[c:21](=[O:22])[nH:23][c:24](=[O:25])[c:26]([CH2:28][CH3:29])[cH:27]2)[O:19]1.[Na+:44].[OH-:43]>>[Cl:1][c:2]1[c:3]([CH2:9][C:10](=[O:11])[NH:13][CH2:14][CH:15]2[CH:16]([O:30][CH2:31][c:32]3[cH:33][cH:34][cH:35][cH:36][cH:37]3)[CH2:17][CH:18]([n:20]3[c:21](=[O:22])[nH:23][c:24](=[O:25])[c:26]([CH2:28][CH3:29])[cH:27]3)[O:19]2)[c:4]([Cl:8])[cH:5][cH:6][cH:7]1. The reactants are ClC1=CC=C(C=C1)[C@@H]1N(C(CC2=CC(=C(C=C12)OC(C)C)OC)=O)C=1C=CC(=NC1)N(C)C[C@@H]1CC[C@H](CC1)NCC(=O)NC(C)C (2-{4-[({5-[(S)-1-(4-Chloro-phenyl)-7-isopropoxy-6-methoxy-3-oxo-3,4-dihydro-1H-isoquinolin-2-yl]-pyridin-2-yl}-methyl-amino)-methyl]-trans-cyclohexylamino}-N-isopropyl-acetamide), C=O (formaldehyde). The solvent is CC(C)O (2-propanol). Product: ClC1=CC=C(C=C1)[C@@H]1N(C(CC2=CC(=C(C=C12)OC(C)C)OC)=O)C=1C=NC(=CC1)N(C)C[C@@H]1CC[C@H](CC1)N1CN(C(C1)=O)C(C)C ((S)-1-(4-Chloro-phenyl)-7-isopropoxy-2-(6-{[4-(3-isopropyl-4-oxo-imidazolidin-1-yl)-trans-cyclohexylmethyl]-methyl-amino}-pyridin-3-yl)-6-methoxy-1,4-dihydro-2H-isoquinolin-3-one). Yield: 56.2%. As a reaction SMILES: [Cl:1][C:2]1[CH:7]=[CH:6][C:5]([C@H:8]2[C:17]3[C:12](=[CH:13][C:14]([O:22][CH3:23])=[C:15]([O:18][CH:19]([CH3:21])[CH3:20])[CH:16]=3)[CH2:11][C:10](=[O:24])[N:9]2[C:25]2[CH:26]=[CH:27][C:28]([N:31]([CH2:33][C@H:34]3[CH2:39][CH2:38][C@H:37]([NH:40][CH2:41][C:42]([NH:44][CH:45]([CH3:47])[CH3:46])=[O:43])[CH2:36][CH2:35]3)[CH3:32])=[N:29][CH:30]=2)=[CH:4][CH:3]=1.[CH2:48]=O>CC(O)C>[Cl:1][C:2]1[CH:3]=[CH:4][C:5]([C@H:8]2[C:17]3[C:12](=[CH:13][C:14]([O:22][CH3:23])=[C:15]([O:18][CH:19]([CH3:20])[CH3:21])[CH:16]=3)[CH2:11][C:10](=[O:24])[N:9]2[C:25]2[CH:30]=[N:29][C:28]([N:31]([CH2:33][C@H:34]3[CH2:35][CH2:36][C@H:37]([N:40]4[CH2:41][C:42](=[O:43])[N:44]([CH:45]([CH3:47])[CH3:46])[CH2:48]4)[CH2:38][CH2:39]3)[CH3:32])=[CH:27][CH:26]=2)=[CH:6][CH:7]=1. Procedure: The mixture of Example 131 (80 mg, 0.121 mmol) and formaldehyde (0.090 mL, 37% solution, 10 eq., 1.208 mmol) was heated for 5 h in 2-propanol (4 mL) at 85° C. The mixture was concentrated to dryness and the residue was purified by reversed phase column chromatography. The fractions containing the product were pooled and worked up (addition of NaHCO3), yielding the title compound as an off-white solid (46 mg, 0.068 mmol, >98%). HPLC: HtRet=1.40 min; LC-MS: m/z 674.2 [M+H]+. Reactants: C(C#C)O (propargyl alcohol), B1C2CCCC1CCC2 (9-BBN), C(#N)C1=CC=C(CBr)C=C1 (4-cyanobenzylbromide), C(#N)C1=CC=C(CBr)C=C1 (4-cyanobenzylbromide), tetrakis(triphenyl-phosphine)palladium (0), [OH-].[Na+] (sodium hydroxide). The solvent is O1CCCC1 (tetrahydrofuran), C1CCOC1 (THF). The product is C(#N)C1=CC=C(C=C1)C/C=C/CO (E-4-(4-cyanophenyl)-2-buten-1-ol), oil. Yield: 24.0%. RXN SMILES: [CH2:1]([OH:4])[C:2]#[CH:3].B1C2CCCC1CCC2.[C:14]([C:16]1[CH:23]=[CH:22][C:19]([CH2:20]Br)=[CH:18][CH:17]=1)#[N:15].[OH-].[Na+]>O1CCCC1>[C:14]([C:16]1[CH:23]=[CH:22][C:19]([CH2:20]/[CH:3]=[CH:2]/[CH2:1][OH:4])=[CH:18][CH:17]=1)#[N:15] |f:3.4|. Procedure: To a solution of propargyl alcohol (166, Aldrich, 1.46 mL, 25 mmol) in anhydrous tetrahydrofuran (10 mL), was added 0.5M 9-BBN in THF (Aldrich, 100 mL, 50 mmol) through an addition funnel at 0° C. under nitrogen over a period of 1 hour. After the addition was complete, the flask was stored in a 5° C. refrigerator under nitrogen for 18 hours. The reaction mixture was warmed to room temperature under nitrogen. To the reaction mixture was added 4-bromotolunitrile (compound 160, Aldrich, 5.88 g, 30 ... Starting materials: CCOC(=O)C(c1c2c(nn1-c1ccc(Cl)cc1)CCCC2)C1CCCCC1, CO, [Na+], [OH-]. Yields the product O=C(O)C(c1c2c(nn1-c1ccc(Cl)cc1)CCCC2)C1CCCCC1. RXN SMILES: [CH2:1]([CH3:2])[O:3][C:4]([CH:5]([CH:6]1[CH2:7][CH2:8][CH2:9][CH2:10][CH2:11]1)[c:12]1[n:13](-[c:21]2[cH:22][cH:23][c:24]([Cl:27])[cH:25][cH:26]2)[n:14][c:15]2[c:20]1[CH2:19][CH2:18][CH2:17][CH2:16]2)=[O:28].[CH3:31][OH:32].[Na+:30].[OH-:29]>>[O:3]=[C:4]([CH:5]([CH:6]1[CH2:7][CH2:8][CH2:9][CH2:10][CH2:11]1)[c:12]1[n:13](-[c:21]2[cH:22][cH:23][c:24]([Cl:27])[cH:25][cH:26]2)[n:14][c:15]2[c:20]1[CH2:19][CH2:18][CH2:17][CH2:16]2)[OH:28].